The task is: describe an organic reaction: reactants, conditions, products, and yield. This data is from the Open Reaction Database (ORD), a public repository of structured organic reaction records. Reactants: NCC(=O)NC=1SC=C(N1)CC(=O)OCC (2-[[2-aminoacetyl]amino]-4-thiazoleacetic acid, ethyl ester), C(C)(C)N(C(C)C)CC (N,N-diisopropylethylamine), ClC1=NC=CC(=N1)N1C(NC(C(=C1)C1C2=C(C=CC3=C1C=CC(=C3)C)C=C(C=C2)C)=O)=O (1-[2-Chloropyrimidin-4-yl}-5-[2,8-dimethyl-5H-dibenzo[a,d]cyclohepten-5-yl]-2,4(1H,3H)-pyrimidinedione). Solvent: CN1C(CCC1)=O (1-methyl-2-pyrrolidinone). Yields the product CC1=CC2=C(C(C3=C(C=C2)C=C(C=C3)C)C=3C(NC(N(C3)C3=NC(=NC=C3)NCC(=O)NC=3SC=C(N3)CC(=O)OCC)=O)=O)C=C1 (2-[2-[[4-[5-{2,8-Dimethyl-5H-dibenzo[a,d]cyclohepten-5-yl}-3,4-dihydro-2,4-dioxo-1(2H)-pyrimidinyl]pyrimidin-2-yl]amino]acetylamino]-4-thiazoleacetic acid, ethyl ester). Reaction SMILES: [NH2:1][CH2:2][C:3]([NH:5][C:6]1[S:7][CH:8]=[C:9]([CH2:11][C:12]([O:14][CH2:15][CH3:16])=[O:13])[N:10]=1)=[O:4].C(N(CC)C(C)C)(C)C.Cl[C:27]1[N:32]=[C:31]([N:33]2[CH:38]=[C:37]([CH:39]3[C:45]4[CH:46]=[CH:47][C:48]([CH3:50])=[CH:49][C:44]=4[CH:43]=[CH:42][C:41]4[CH:51]=[C:52]([CH3:55])[CH:53]=[CH:54][C:40]3=4)[C:36](=[O:56])[NH:35][C:34]2=[O:57])[CH:30]=[CH:29][N:28]=1>CN1CCCC1=O>[CH3:50][C:48]1[CH:47]=[CH:46][C:45]2[CH:39]([C:37]3[C:36](=[O:56])[NH:35][C:34](=[O:57])[N:33]([C:31]4[CH:30]=[CH:29][N:28]=[C:27]([NH:1][CH2:2][C:3]([NH:5][C:6]5[S:7][CH:8]=[C:9]([CH2:11][C:12]([O:14][CH2:15][CH3:16])=[O:13])[N:10]=5)=[O:4])[N:32]=4)[CH:38]=3)[C:40]3[CH:54]=[CH:53][C:52]([CH3:55])=[CH:51][C:41]=3[CH:42]=[CH:43][C:44]=2[CH:49]=1. Procedure: A mixture of the product from step (i) (0.194 g), N,N-diisopropylethylamine (0.35 ml) and the product from example 8 step (ii) (0.25 g) in 1-methyl-2-pyrrolidinone (5 ml) was heated at 90° C. for 10 hours. The mixture was partitioned between ethyl acetate and water. The organic phase was washed with water, dried (MgSO4) and evaporated. Purification was by chromatography eluting with 70% ethyl acetate in isohexane. Yield 0.175 g. The reagents and catalysts are C=1C=CC(=CC1)/C=C/C(=O)/C=C/C2=CC=CC=C2.C=1C=CC(=CC1)/C=C/C(=O)/C=C/C2=CC=CC=C2.C=1C=CC(=CC1)/C=C/C(=O)/C=C/C2=CC=CC=C2.[Pd].[Pd] (Pd2(dba)3). Solvent: C1(=CC=CC=C1)C (toluene). RXN SMILES: Br[C:2]1[CH:3]=[C:4]2[N:10]([C:11]3[C:20]4[C:15](=[CH:16][C:17]([F:21])=[CH:18][CH:19]=4)[N:14]=[C:13]([C:22]4[CH:27]=[CH:26][CH:25]=[CH:24][N:23]=4)[C:12]=3[CH:28]([CH3:30])[CH3:29])[CH2:9][C:8]([CH3:32])([CH3:31])[C:5]2=[N:6][CH:7]=1.CC(C)([O-])C.[Na+].[NH:39]1[CH2:44][CH2:43][O:42][CH2:41][CH2:40]1.CC(C1C=C(C(C)C)C(C2C=CC=CC=2P(C2CCCCC2)C2CCCCC2)=C(C(C)C)C=1)C>C1(C)C=CC=CC=1.C1C=CC(/C=C/C(/C=C/C2C=CC=CC=2)=O)=CC=1.C1C=CC(/C=C/C(/C=C/C2C=CC=CC=2)=O)=CC=1.C1C=CC(/C=C/C(/C=C/C2C=CC=CC=2)=O)=CC=1.[Pd].[Pd]>[CH3:32][C:8]1([CH3:31])[C:5]2=[N:6][CH:7]=[C:2]([N:39]3[CH2:44][CH2:43][O:42][CH2:41][CH2:40]3)[CH:3]=[C:4]2[N:10]([C:11]2[C:20]3[C:15](=[CH:16][C:17]([F:21])=[CH:18][CH:19]=3)[N:14]=[C:13]([C:22]3[CH:27]=[CH:26][CH:25]=[CH:24][N:23]=3)[C:12]=2[CH:28]([CH3:29])[CH3:30])[CH2:9]1 |f:1.2,6.7.8.9.10|. Yields the product CC1(CN(C=2C1=NC=C(C2)N2CCOCC2)C2=C(C(=NC1=CC(=CC=C21)F)C2=NC=CC=C2)C(C)C)C (4-(3,3-Dimethyl-6-(4-morpholinyl)-2,3-dihydro-1H-pyrrolo[3,2-b]pyridin-1-yl)-7-fluoro-3-(1-methylethyl)-2-(2-pyridinyl)quinoline). Reactants: BrC=1C=C2C(=NC1)C(CN2C2=C(C(=NC1=CC(=CC=C21)F)C2=NC=CC=C2)C(C)C)(C)C (4-(6-bromo-3,3-dimethyl-2,3-dihydro-1H-pyrrolo[3,2-b]pyridin-1-yl)-7-fluoro-3-isopropyl-2-(pyridin-2-yl)quinoline), CC(C)C1=CC(=C(C(=C1)C(C)C)C2=C(C=CC=C2)P(C3CCCCC3)C4CCCCC4)C(C)C (XPhos), CC(C)([O-])C.[Na+] (sodium tert-butoxide), N1CCOCC1 (morpholine). Reported procedure: Prepared according to procedure N using 4-(6-bromo-3,3-dimethyl-2,3-dihydro-1H-pyrrolo[3,2-b]pyridin-1-yl)-7-fluoro-3-isopropyl-2-(pyridin-2-yl)quinoline (30 mg, 0.061 mmol), sodium tert-butoxide (11.73 mg, 0.122 mmol), morpholine (5.85 μL, 0.067 mmol), XPhos (5.82 mg, 0.012 mmol) and Pd2(dba)3 (5.6 mg, 6.11 μmol) in toluene (2.0 mL) and heating at 120° C. in the microwave for 90 min. After purification 4-(3,3-dimethyl-6-(4-morpholinyl)-2,3-dihydro-1H-pyrrolo[3,2-b]pyridin-1-yl)-7-fluoro-3-(1-me... Run at temperature 120 celsius. Reactants: C=C(C)c1cc(C(=O)OC)cc(-c2ccc(C)cn2)c1, CO, Cl, [Na+], [OH-], O. Yields the product C=C(C)c1cc(C(=O)O)cc(-c2ccc(C)cn2)c1, [Cl-], [Na+]. Reaction SMILES: [C:1](=[CH2:2])([CH3:3])[c:4]1[cH:5][c:6]([C:7](=[O:8])[O:9][CH3:10])[cH:11][c:12](-[c:14]2[n:15][cH:16][c:17]([CH3:20])[cH:18][cH:19]2)[cH:13]1.[CH3:25][OH:26].[ClH:24].[Na+:22].[OH-:21].[OH2:23]>>[C:1](=[CH2:2])([CH3:3])[c:4]1[cH:5][c:6]([C:7](=[O:8])[OH:9])[cH:11][c:12](-[c:14]2[n:15][cH:16][c:17]([CH3:20])[cH:18][cH:19]2)[cH:13]1.[Cl-:24].[Na+:22].